Dataset: the Open Reaction Database (ORD), a public repository of structured organic reaction records. Task: describe an organic reaction: reactants, conditions, products, and yield Starting materials: CC(C)(C)OC(=O)CNc1ccc(C#N)cc1[N+](=O)[O-], C, C1CCOC1, [Pd]. The product is CC(C)(C)OC(=O)CNc1ccc(C#N)cc1N. As a reaction SMILES: [C:1]([CH3:2])([CH3:3])([CH3:4])[O:5][C:6]([CH2:7][NH:8][c:9]1[c:10]([N+:17]([O-:18])=[O:19])[cH:11][c:12]([C:15]#[N:16])[cH:13][cH:14]1)=[O:20].[C:26].[O:21]1[CH2:22][CH2:23][CH2:24][CH2:25]1.[Pd:27]>>[C:1]([CH3:2])([CH3:3])([CH3:4])[O:5][C:6]([CH2:7][NH:8][c:9]1[c:10]([NH2:17])[cH:11][c:12]([C:15]#[N:16])[cH:13][cH:14]1)=[O:20]. The reactants are C1(N(CCN1C)C)(F)F, C1[C@H]([C@H]2[C@@H]([C@@]1(COC(=O)C)O)OC(O2)(C)C)N1C(c2c(C1=O)cccc2)=O. Reagents/catalysts: c1ccc(cc1)-c2c3ccccc3cc4ccccc24 (9-Phenylanthracene). The solvent is C1CCOC1 (THF). Run at temperature 25 celsius, time 18 hour. Product: CC(=O)OC[C@@]1(F)C[C@H]([C@@H]2OC(C)(C)O[C@H]12)N3C(=O)c4ccccc4C3=O. RXN SMILES: [CH3:1][C:2]([O:4][CH2:5][C@:6]1([C@H:15]([C@@H:9]2[C@H:8]([N:16]3[C:25](=[O:26])[c:24]([c:19]4[C:17]3=[O:18])[cH:23][cH:22][cH:21][cH:20]4)[CH2:7]1)[O:14][C:11]([CH3:13])([CH3:12])[O:10]2)O)=[O:3].CN1C(F)([F:27])N(C)CC1>>[CH3:1][C:2]([O:4][CH2:5][C@@:6]1([C@H:15]([C@@H:9]2[C@H:8]([N:16]3[C:25](=[O:26])[c:24]([c:19]4[C:17]3=[O:18])[cH:23][cH:22][cH:21][cH:20]4)[CH2:7]1)[O:14][C:11]([CH3:13])([CH3:12])[O:10]2)[F:27])=[O:3].